Dataset: the Open Reaction Database (ORD), a public repository of structured organic reaction records. Task: describe an organic reaction: reactants, conditions, products, and yield Reactants: COC=1C=CC(=C(C1)N)C1C(OC2=CC(=CC=C2C1)OC)(C)C (5-methoxy-2-(7-methoxy-2,2-dimethylchroman-3-yl)phenylamine), Cl.N1(CCCCCC1)CCOC1=CC=C(C(=O)O)C=C1 (4-(2-azepan-1-ylethoxy)benzoic acid hydrochloride), N1(CCCCCC1)CCOC1=CC=C(CNC2=C(C=CC(=C2)OC)C2C(OC3=CC(=CC=C3C2)OC)(C)C)C=C1 ([4-(2-azepan-1-ylethoxy)benzyl][5-methoxy-2-(7-methoxy-2,2-dimethylchroman-3-yl)phenyl]amine). The product is N1(CCCCCC1)CCOC1=CC=C(CN(C2=C(C=CC(=C2)OC)C2C(OC3=CC(=CC=C3C2)OC)(C)C)CC)C=C1 ([4-(2-azepan-1-ylethoxy)benzyl]ethyl[5-methoxy-2-(7-methoxy-2,2-dimethylchroman-3-yl)phenyl]amine). Reaction SMILES: COC1C=CC(C2CC3C(=CC(OC)=CC=3)OC2(C)C)=C(N)C=1.Cl.[N:25]1([CH2:32][CH2:33][O:34][C:35]2[CH:43]=[CH:42][C:38]([C:39](O)=O)=[CH:37][CH:36]=2)[CH2:31][CH2:30][CH2:29][CH2:28][CH2:27][CH2:26]1.N1(CCOC2C=C[C:57]([CH2:58][NH:59][C:60]3[CH:65]=[C:64]([O:66][CH3:67])[CH:63]=[CH:62][C:61]=3[CH:68]3[CH2:77][C:76]4[C:71](=[CH:72][C:73]([O:78][CH3:79])=[CH:74][CH:75]=4)[O:70][C:69]3([CH3:81])[CH3:80])=CC=2)CCCCCC1>>[N:25]1([CH2:32][CH2:33][O:34][C:35]2[CH:43]=[CH:42][C:38]([CH2:39][N:59]([CH2:58][CH3:57])[C:60]3[CH:65]=[C:64]([O:66][CH3:67])[CH:63]=[CH:62][C:61]=3[CH:68]3[CH2:77][C:76]4[C:71](=[CH:72][C:73]([O:78][CH3:79])=[CH:74][CH:75]=4)[O:70][C:69]3([CH3:80])[CH3:81])=[CH:37][CH:36]=2)[CH2:31][CH2:30][CH2:29][CH2:28][CH2:27][CH2:26]1 |f:1.2|. Reported procedure: Synthesized from 5-methoxy-2-(7-methoxy-2,2-dimethylchroman-3-yl)phenylamine and 4-(2-azepan-1-ylethoxy)benzoic acid hydrochloride according to an analogous synthetic method to Example 152, [4-(2-azepan-1-ylethoxy)benzyl][5-methoxy-2-(7-methoxy-2,2-dimethylchroman-3-yl)phenyl]amine (493 mg) was used according to an analogous synthetic method to Example 36 to provide [4-(2-azepan-1-ylethoxy)benzyl]ethyl[5-methoxy-2-(7-methoxy-2,2-dimethylchroman-3-yl)phenyl]amine (504 mg). This compound (502 mg) ... Reactants: NC(=O)C(c1ccccc1)(c1ccccc1)C1CCNC1, CC(=O)O[BH-](OC(C)=O)OC(C)=O, COC(CCCCCC=O)OC, ClCCl, [Na+]. The product is COC(CCCCCCN1CCC(C(C(N)=O)(c2ccccc2)c2ccccc2)C1)OC. RXN SMILES: [C:1]([NH2:2])(=[O:3])[C:4]([c:5]1[cH:6][cH:7][cH:8][cH:9][cH:10]1)([c:11]1[cH:12][cH:13][cH:14][cH:15][cH:16]1)[CH:17]1[CH2:18][NH:19][CH2:20][CH2:21]1.[C:34]([O:35][BH-:36]([O:37][C:38](=[O:39])[CH3:40])[O:41][C:42](=[O:43])[CH3:44])(=[O:45])[CH3:46].[CH3:22][O:23][CH:24]([CH2:25][CH2:26][CH2:27][CH2:28][CH2:29][CH:30]=[O:31])[O:32][CH3:33].[Cl:48][CH2:49][Cl:50].[Na+:47]>>[C:1]([NH2:2])(=[O:3])[C:4]([c:5]1[cH:6][cH:7][cH:8][cH:9][cH:10]1)([c:11]1[cH:12][cH:13][cH:14][cH:15][cH:16]1)[CH:17]1[CH2:18][N:19]([CH2:30][CH2:29][CH2:28][CH2:27][CH2:26][CH2:25][CH:24]([O:23][CH3:22])[O:32][CH3:33])[CH2:20][CH2:21]1. The reactants are ClC1=NC=C(N=C1)NN (2-chloro-5-hydrazinylpyrazine), C(C(C)C)=O (isobutyraldehyde), C(C)(=O)O.C(C)(=O)O.IC1=CC=CC=C1 (Iodobenzene diacetate). The solvent is C(Cl)Cl (DCM), C(Cl)Cl (DCM). Reaction conditions: time 30 minute. Yields the product ClC=1N=CC=2N(C1)C(=NN2)C(C)C (6-Chloro-3-isopropyl-[1,2,4]triazolo[4,3-a]pyrazine). Isolated yield 62.9%. RXN SMILES: [Cl:1][C:2]1[CH:7]=[N:6][C:5]([NH:8][NH2:9])=[CH:4][N:3]=1.[CH:10](=O)[CH:11]([CH3:13])[CH3:12].C(O)(=O)C.C(O)(=O)C.IC1C=CC=CC=1>C(Cl)Cl>[Cl:1][C:2]1[N:3]=[CH:4][C:5]2[N:6]([C:10]([CH:11]([CH3:13])[CH3:12])=[N:9][N:8]=2)[CH:7]=1 |f:2.3.4|. Procedure: The 2-chloro-5-hydrazinylpyrazine (0.325 g, 2.248 mmol) was suspended in DCM (4 mL) then the isobutyraldehyde (0.195 g, 2.70 mmol) was added. The mixture was stirred for about 30 min, the solvent was concentrated under reduced pressure and the solid was dissolved in DCM (4 mL). Iodobenzene diacetate (0.724 g, 2.24 mmol) was added and the solution was stirred at ambient temperature for about 2 h. The mixture was diluted with DCM (20 mL), extracted with saturated aqueous NaHCO3, dried over MgSO4, ... Reactants: ClC1=NC=C(C2=C1N=C(S2)C)I (4-chloro-7-iodo-2-methyl-thiazolo[4,5-c]pyridine), FC=1C=NC=C(C1)B(O)O (3-fluoro-5-pyridineboronic acid), NC1=NC=C(C=C1)C (2-amino-5-methylpyridine). The product is FC=1C=C(C=NC1)C=1C2=C(C(=NC1)NC1=NC=C(C=C1)C)N=C(S2)C ([7-(5-Fluoro-pyridin-3-yl)-2-methyl-thiazolo[4,5-c]pyridin-4-yl]-(5-methyl-pyridin-2-yl)-amine). RXN SMILES: Cl[C:2]1[C:7]2[N:8]=[C:9]([CH3:11])[S:10][C:6]=2[C:5](I)=[CH:4][N:3]=1.[F:13][C:14]1[CH:15]=[N:16][CH:17]=[C:18](B(O)O)[CH:19]=1.[NH2:23][C:24]1[CH:29]=[CH:28][C:27]([CH3:30])=[CH:26][N:25]=1>>[F:13][C:14]1[CH:19]=[C:18]([C:5]2[C:6]3[S:10][C:9]([CH3:11])=[N:8][C:7]=3[C:2]([NH:23][C:24]3[CH:29]=[CH:28][C:27]([CH3:30])=[CH:26][N:25]=3)=[N:3][CH:4]=2)[CH:17]=[N:16][CH:15]=1. Procedure: The title compound, MS: m/e=352.2 (M+H+), was prepared in accordance with the general method of example 2, step 1 and step 2 from 4-chloro-7-iodo-2-methyl-thiazolo[4,5-c]pyridine (Example B), 3-fluoro-5-pyridineboronic acid and 2-amino-5-methylpyridine.